From a dataset of the Open Reaction Database (ORD), a public repository of structured organic reaction records. describe an organic reaction: reactants, conditions, products, and yield Reactants: OCCC1CCN(CC1)C(C)=O (1-[4-(2-hydroxy-ethyl)-piperidin-1-yl]-ethanone), C(Br)(Br)(Br)Br (carbon tetrabromide), C1(=CC=CC=C1)P(C1=CC=CC=C1)C1=CC=CC=C1 (triphenyl phosphine), N1C=NC=C1 (imidazole). Solvent: ClCCl (dichloromethane), ClCCl (dichloromethane). Reaction conditions: time 18 hour. Product: BrCCC1CCN(CC1)C(C)=O (1-[4-(2-bromo-ethyl)-piperidin-1-yl]-ethanone). RXN SMILES: O[CH2:2][CH2:3][CH:4]1[CH2:9][CH2:8][N:7]([C:10](=[O:12])[CH3:11])[CH2:6][CH2:5]1.C(Br)(Br)(Br)[Br:14].C1(P(C2C=CC=CC=2)C2C=CC=CC=2)C=CC=CC=1.N1C=CN=C1>ClCCl>[Br:14][CH2:2][CH2:3][CH:4]1[CH2:9][CH2:8][N:7]([C:10](=[O:12])[CH3:11])[CH2:6][CH2:5]1. Reported procedure: To a solution of 1-[4-(2-hydroxy-ethyl)-piperidin-1-yl]-ethanone (0.500 g, 2.92 mmol) in dichloromethane (15 mL) was added carbon tetrabromide 1.45 g, 4.38 mmol), triphenyl phosphine (0.728 g, 2.77 mmol) and imidazole (0.398 g, 5.84 mmol) at 0° C. The temperature of the reaction mixture was slowly raised to room temperature and stirring continued at rt for 18 h. The reaction was diluted with dichloromethane and washed with water. The organic layer was dried (Na2SO4), filtered, and the solvent wa... The reactants are COC(C1=C(N=C(C=C1)OC)Cl)=O (2-chloro-6-methoxy-nicotinic acid methyl ester), CC(C)S (isopropylthiol). Product: COC(C1=C(N=C(C=C1)OC)SC(C)C)=O (2-isopropylsulfanyl-6-methoxy-nicotinic acid methyl ester). Yield: 87.0%. Reaction SMILES: [CH3:1][O:2][C:3](=[O:13])[C:4]1[CH:9]=[CH:8][C:7]([O:10][CH3:11])=[N:6][C:5]=1Cl.[CH3:14][CH:15]([SH:17])[CH3:16]>>[CH3:1][O:2][C:3](=[O:13])[C:4]1[CH:9]=[CH:8][C:7]([O:10][CH3:11])=[N:6][C:5]=1[S:17][CH:15]([CH3:16])[CH3:14]. Procedure details: 2-Chloro-6-methoxy-nicotinic acid methyl ester (52 mg, 0.26 mmol) obtained in Step B and isopropylthiol were reacted in the same manner as in Step B of Preparation Example 9 to obtain the title compound (54 mg, 87%). Starting materials: O=C1CCC(N2C(=O)c3cccc(OCc4ccc(CBr)cc4)c3C2=O)C(=O)N1, CCN(C(C)C)C(C)C, Clc1ccc(C2CCNCC2)cc1, ClCCl. The product is O=C1CCC(N2C(=O)c3cccc(OCc4ccc(CN5CCC(c6ccc(Cl)cc6)CC5)cc4)c3C2=O)C(=O)N1. Reaction SMILES: [Br:1][CH2:2][c:3]1[cH:4][cH:5][c:6]([CH2:7][O:8][c:9]2[c:10]3[c:14]([cH:15][cH:16][cH:17]2)[C:13](=[O:18])[N:12]([CH:19]2[C:20](=[O:26])[NH:21][C:22](=[O:25])[CH2:23][CH2:24]2)[C:11]3=[O:27])[cH:28][cH:29]1.[CH2:43]([N:44]([CH:45]([CH3:46])[CH3:47])[CH:48]([CH3:49])[CH3:50])[CH3:51].[Cl:30][c:31]1[cH:32][cH:33][c:34]([CH:37]2[CH2:38][CH2:39][NH:40][CH2:41][CH2:42]2)[cH:35][cH:36]1.[Cl:52][CH2:53][Cl:54]>>[CH2:2]([c:3]1[cH:4][cH:5][c:6]([CH2:7][O:8][c:9]2[c:10]3[c:14]([cH:15][cH:16][cH:17]2)[C:13](=[O:18])[N:12]([CH:19]2[C:20](=[O:26])[NH:21][C:22](=[O:25])[CH2:23][CH2:24]2)[C:11]3=[O:27])[cH:28][cH:29]1)[N:40]1[CH2:39][CH2:38][CH:37]([c:34]2[cH:33][cH:32][c:31]([Cl:30])[cH:36][cH:35]2)[CH2:42][CH2:41]1. The reactants are C(C)(=O)OC=1C(=CC2=C(CC(O2)(C)C=O)C1C(C)(C)C)C(C)(C)C (5-acetoxy-4,6-di-t-butyl-2-formyl-2-methyl-2,3-dihydrobenzofuran), C(=N)(N)NN.Cl (aminoguanidine hydrochloride). Run in C(C)O (ethanol), N1=CC=CC=C1 (pyridine). Yields the product C(C)(=O)OC=1C(=CC2=C(CC(O2)(C)C=NNC(=N)N)C1C(C)(C)C)C(C)(C)C (1-[(5-acetoxy-4,6-di-t-butyl-2-methyl-2,3-dihydrobenzofuran-2-yl)methylideneamino]guanidine). Yield: 98.3%. As a reaction SMILES: [C:1]([O:4][C:5]1[C:6]([C:21]([CH3:24])([CH3:23])[CH3:22])=[CH:7][C:8]2[O:12][C:11]([CH:14]=O)([CH3:13])[CH2:10][C:9]=2[C:16]=1[C:17]([CH3:20])([CH3:19])[CH3:18])(=[O:3])[CH3:2].[C:25]([NH:28][NH2:29])([NH2:27])=[NH:26].Cl>C(O)C.N1C=CC=CC=1>[C:1]([O:4][C:5]1[C:6]([C:21]([CH3:24])([CH3:23])[CH3:22])=[CH:7][C:8]2[O:12][C:11]([CH:14]=[N:29][NH:28][C:25]([NH2:27])=[NH:26])([CH3:13])[CH2:10][C:9]=2[C:16]=1[C:17]([CH3:20])([CH3:19])[CH3:18])(=[O:3])[CH3:2] |f:1.2|. Reported procedure: In a mixed solvent of 20 ml of ethanol and 8 ml of pyridine was dissolved 3.9 g of 5-acetoxy-4,6-di-t-butyl-2-formyl-2-methyl-2,3-dihydrobenzofuran, and 1.42 g of aminoguanidine hydrochloride was added at room temperature. After heating under reflux for 14 hours and then cooling, ethanol and excess pyridine were distilled off using an evaporator, and the concentrate was combined with water and extracted with ethyl acetate. The organic layer was washed with saturated brine, dried over anhydrous m...